describe an organic reaction: reactants, conditions, products, and yield From a dataset of the Open Reaction Database (ORD), a public repository of structured organic reaction records. Starting materials: CC(C)=CC (2-methyl-2-butene), Example 10 ( 10e ), C([O-])([O-])=O.[K+].[K+] (potassium carbonate), Cl[O-].[Na+] (sodium hypochlorite), FC1=CC=C(C=O)C=C1 (4-fluorobenzaldehyde), ClC1=C(C=CC=C1)O (2-chlorophenol), P(=O)(O)(O)[O-].[K+] (potassium dihydrogenphosphate). The product is ClC1=C(OC2=CC=C(C(=O)O)C=C2)C=CC=C1 (4-(2-Chlorophenoxy)benzoic acid). Yield: 80.4%. RXN SMILES: F[C:2]1[CH:9]=[CH:8][C:5]([CH:6]=[O:7])=[CH:4][CH:3]=1.[Cl:10][C:11]1[CH:16]=[CH:15][CH:14]=[CH:13][C:12]=1[OH:17].C(=O)([O-])[O-:19].[K+].[K+].CC(=CC)C.P([O-])(O)(O)=O.[K+].Cl[O-].[Na+]>>[Cl:10][C:11]1[CH:16]=[CH:15][CH:14]=[CH:13][C:12]=1[O:17][C:2]1[CH:9]=[CH:8][C:5]([C:6]([OH:19])=[O:7])=[CH:4][CH:3]=1 |f:2.3.4,6.7,8.9|. Reported procedure: The title compound (1.0 g) was synthesized in a yield of 84% as a yellowish white crystalline solid by conducting the similar reaction to that mentioned in Example 10 (10e) using 4-fluorobenzaldehyde (0.60 g, 5.0 mmol), 2-chlorophenol (0.90 g, 7.0 mmol), potassium carbonate (1.7 g, 13 mmol), 2-methyl-2-butene (2.7 ml, 25 mmol), potassium dihydrogenphosphate (1.7 g, 13 mmol) and sodium hypochlorite (1.4 g, 15 mmol).